Dataset: the Open Reaction Database (ORD), a public repository of structured organic reaction records. Task: describe an organic reaction: reactants, conditions, products, and yield Reactants: C1=NC(=O)C2=C(N1)N(C=N2)[C@H]3[C@@H]([C@@H]([C@H](O3)CO)O)O (catacol), C1(=CC=CC=C1)P(C1=CC=CC=C1)C1=CC=CC=C1 (triphenylphosphine), C1CCOC1 (THF), C1(CCCC1)COC1=C(C=CC=C1)O (2-Cyclopentylmethoxy-phenol), C(C)OC(C(C)(C)Br)=O (2-bromoisobutyrate ethyl ester), CS(=O)C (DMSO). The solvent is O (water). Run at time 18 hour. Yields the product C(C)OC(C(C)(C)OC1=C(C=CC=C1)OCC1CCCC1)=O (2-(2-Cyclopentylmethoxy-phenoxy)-2-methyl-propionic acid ethyl ester). Isolated yield 62.8%. As a reaction SMILES: C1NC2N([C@@H]3O[C@H](CO)[C@@H](O)[C@H]3O)C=NC=2C(=O)N=1.C1(P(C2C=CC=CC=2)C2C=CC=CC=2)C=CC=CC=1.C1COCC1.[CH:44]1([CH2:49][O:50][C:51]2[CH:56]=[CH:55][CH:54]=[CH:53][C:52]=2[OH:57])[CH2:48][CH2:47][CH2:46][CH2:45]1.[CH2:58]([O:60][C:61](=[O:66])[C:62](Br)([CH3:64])[CH3:63])[CH3:59].CS(C)=O>O>[CH2:58]([O:60][C:61](=[O:66])[C:62]([O:57][C:52]1[CH:53]=[CH:54][CH:55]=[CH:56][C:51]=1[O:50][CH2:49][CH:44]1[CH2:45][CH2:46][CH2:47][CH2:48]1)([CH3:64])[CH3:63])[CH3:59]. Procedure: To a solution of catacol (0.5 g, 4.54 mmol), triphenylphosphine (1.79 g, 6.8 mmol) and cyclopenylmethanol (0.68 g, 6.8 mmol) in THF (5 ml) DIAD (1.37 g, 6.8 mmol) is added drop wise over a period of 10-15 min at 0° C. The reaction mixture stirred at r.t. for 18 h, quenched with brine (5 ml), extracted in EtOAc (2×20 ml), and dried over Na2SO4. Solvent was evaporated under reduced pressure and crude product. To a solution of 2-Cyclopentylmethoxy-phenol (0.1 g, 0.52 mmol) and 2-bromoisobutyrate et... The reactants are Br, O=N[O-], COc1cc(N)c2ncc(I)cc2c1, [NH4+], [Na+], [OH-], O. Yields the product COc1cc(Br)c2ncc(I)cc2c1. Reaction SMILES: [BrH:21].[N:15]([O-:16])=[O:17].[NH2:1][c:2]1[cH:3][c:4]([O:13][CH3:14])[cH:5][c:6]2[cH:7][c:8]([I:12])[cH:9][n:10][c:11]12.[NH4+:20].[Na+:18].[OH-:19].[OH2:22]>>[c:2]1([Br:21])[cH:3][c:4]([O:13][CH3:14])[cH:5][c:6]2[cH:7][c:8]([I:12])[cH:9][n:10][c:11]12. Starting materials: O (water), B(Br)(Br)Br (boron tribromide), hexanes, COC1=C(C(=O)C2=CC=CC=C2)C=C(C(=C1)CCC)OC (2,5-dimethoxy-4-propyl benzophenone). Run in ClCCl (dichloromethane), ClCCl (dichloromethane). Reaction conditions: temperature -78 celsius. The product is OC1=C(C(=O)C2=CC=CC=C2)C=C(C(=C1)CCC)O (2,5-dihydroxy-4-propyl benzophenone). Isolated yield 99.0%. Reaction SMILES: C[O:2][C:3]1[CH:16]=[C:15]([CH2:17][CH2:18][CH3:19])[C:14]([O:20]C)=[CH:13][C:4]=1[C:5]([C:7]1[CH:12]=[CH:11][CH:10]=[CH:9][CH:8]=1)=[O:6].B(Br)(Br)Br.O>ClCCl>[OH:2][C:3]1[CH:16]=[C:15]([CH2:17][CH2:18][CH3:19])[C:14]([OH:20])=[CH:13][C:4]=1[C:5]([C:7]1[CH:8]=[CH:9][CH:10]=[CH:11][CH:12]=1)=[O:6]. Procedure details: 0.37 gram (1.3 mmole, 1.0 eq.) of product from step E was dissolved in 5 ml of dichloromethane. The solution was stirred under nitrogen atmosphere at -78° C. and 3.2 ml of 1.0 M boron tribromide solution in hexanes (3.2 mmole, 2.5 eq.) was added dropwise over a 5-8 minute span. The reaction was allowed to slowly warm, and after 3 hours ice was added to the reaction mixture. After an additional 30 minutes some water was added and the mixture was diluted with dichloromethane. The layers were separ... Reactants: C(CCCCCCC\C=C/CCCCCCCC)O (Oleyl alcohol), C(Cl)Cl (DCM), N[C@@H](C(C)C)CO (Valinol), C1=CN(C=N1)C(=O)N2C=CN=C2 (CDI), Ac100. The solvent is N1=CC=CC=C1 (pyridine). Conditions: time 48 hour. Product: desired product, C(CCCCCCC\C=C/CCCCCCCC)C(=O)N[C@@H](C(C)C)CO (Oleylcarbonyl-L-Valinol). As a reaction SMILES: [CH2:1]([OH:19])[CH2:2][CH2:3][CH2:4][CH2:5][CH2:6][CH2:7][CH2:8]/[CH:9]=[CH:10]\[CH2:11][CH2:12][CH2:13][CH2:14][CH2:15][CH2:16][CH2:17][CH3:18].[CH:20]1N=CN(C(N2C=NC=C2)=O)C=1.C(Cl)Cl.[NH2:35][C@H:36]([CH2:40][OH:41])[CH:37]([CH3:39])[CH3:38]>N1C=CC=CC=1>[CH2:2]([C:1]([NH:35][C@H:36]([CH2:40][OH:41])[CH:37]([CH3:39])[CH3:38])=[O:19])[CH2:3][CH2:4][CH2:5][CH2:6][CH2:7][CH2:8][CH2:9]/[CH:10]=[CH:11]\[CH2:12][CH2:13][CH2:14][CH2:15][CH2:16][CH2:17][CH2:18][CH3:20]. Reported procedure: To oleyl alcohol (22) (0.5 g, 1.58 mmol) in 5 ml pyridine, and while stirred at r.t., CDI (0.26 g, 1.58 mmol) was added. The reaction mixture was stirring at r.t for 48 hrs. Reaction was followed using TLC (100% DCM). When the starting material disappeared Valinol (0.162 g, 1.58 mmol) was added to the mixture was stirred for 1 week at room temperature. Reaction progress was followed by TLC (Eth. Ac100%). After the reaction was completed was the volatiles were removed under reduced pressure. The ... RXN SMILES: [B:13]([Br:14])([Br:15])[Br:16].[CH2:22]([O:23][CH2:24][CH3:25])[CH3:26].[CH3:17][OH:18].[CH3:1][O:2][c:3]1[cH:4][cH:5][c:6]2[c:10]([cH:11]1)[C:9](=[O:12])[O:8][CH2:7]2.[Cl:19][CH2:20][Cl:21]>>[OH:2][c:3]1[cH:4][cH:5][c:6]2[c:10]([cH:11]1)[C:9](=[O:12])[O:8][CH2:7]2. Yields the product O=C1OCc2ccc(O)cc21. Reactants: BrB(Br)Br, CCOCC, CO, COc1ccc2c(c1)C(=O)OC2, ClCCl. Starting materials: FC=1C=C(CNC(=O)NC=2SC(=C(N2)CO)C(C)C)C=CC1 (1-(3-Fluorobenzyl)-3-(4-(hydroxymethyl)-5-isopropylthiazol-2-yl)urea). Reagents/catalysts: O=[Mn]=O (MnO2). Solvent: C(Cl)Cl (CH2Cl2). The product is FC=1C=C(CNC(=O)NC=2SC(=C(N2)C=O)C(C)C)C=CC1 (1-(3-fluorobenzyl)-3-(4-formyl-5-isopropylthiazol-2-yl)urea). As a reaction SMILES: [F:1][C:2]1[CH:3]=[C:4]([CH:20]=[CH:21][CH:22]=1)[CH2:5][NH:6][C:7]([NH:9][C:10]1[S:11][C:12]([CH:17]([CH3:19])[CH3:18])=[C:13]([CH2:15][OH:16])[N:14]=1)=[O:8]>C(Cl)Cl.O=[Mn]=O>[F:1][C:2]1[CH:3]=[C:4]([CH:20]=[CH:21][CH:22]=1)[CH2:5][NH:6][C:7]([NH:9][C:10]1[S:11][C:12]([CH:17]([CH3:19])[CH3:18])=[C:13]([CH:15]=[O:16])[N:14]=1)=[O:8]. Reported procedure: 1-(3-Fluorobenzyl)-3-(4-(hydroxymethyl)-5-isopropylthiazol-2-yl)urea (32 mg, 0.1 mmol) was oxidized with MnO2 (87 mg, 1.0 mmol) in CH2Cl2 (5 mL). Filtration and evaporation afforded 1-(3-fluorobenzyl)-3-(4-formyl-5-isopropylthiazol-2-yl)urea. 1H NMR (400 MHz, CDCl3): δ 9.83 (s, 1H), 7.60 (s, 1H, br), 7.27 (m, 1H), 7.12 (d, 1H), 7.06 (d, 1H), 6.93 (td, 1H), 4.48 (d, 2H), 3.80 (m, 1H), 1.42 (d, 6H). MS (ES+): M/Z 322 (M+H)+.